Task: describe an organic reaction: reactants, conditions, products, and yield. Dataset: the Open Reaction Database (ORD), a public repository of structured organic reaction records Starting materials: O=C(O)Cc1ccc2c(c1)OCO2, Nc1ccc2c(c1)OCCO2. Reagents/catalysts: CCN=C=NCCCN(C)C.Cl (EDC-HCl), C1=CC2=C(C=C1Cl)N(N=N2)O (6-Cl-HOBT). Solvent: CN(C)C=O (DMF), CN(C)C=O (DMF), CN(C)C=O (DMF), CN(C)C=O (DMF), CN(C)C=O (DMF), CN(C)C=O (DMF). Reaction conditions: temperature 25 celsius, time 2 hour. Product: O=C(Cc1ccc2c(c1)OCO2)Nc1ccc2c(c1)OCCO2. Yield: 72.5%. As a reaction SMILES: Nc1ccc2c(c1)OCCO2.O=C(O)Cc1ccc2c(c1)OCO2.CCN=C=NCCCN(C)C.Cl.C1=CC2=C(C=C1Cl)N(N=N2)O.CN(C)C=O>>O=C(Cc1ccc2c(c1)OCO2)Nc1ccc2c(c1)OCCO2. Starting materials: Cl (hydrochloric acid), C1(=CC=CC=C1)S(=O)(=O)N1C(=C(C2=CC=C(C=C12)OC)CC1=CC=CC(=N1)C(=O)O)C1=CC=CC=C1 (6-(1-benzenesulfonyl-6-methoxy-2-phenyl-1H-indol-3-ylmethyl)pyridine-2-carboxylic acid), CS(=O)(=O)N (methanesulfonamide), Cl.C(C)N=C=NCCCN(C)C (1-ethyl-3-(3-dimethylaminopropyl)carbodiimide hydrochloride). The reagents and catalysts are CN(C1=CC=NC=C1)C (4-dimethylaminopyridine). The solvent is ClCCl (dichloromethane). Conditions: time 24 hour. Product: C1(=CC=CC=C1)S(=O)(=O)N1C(=C(C2=CC=C(C=C12)OC)CC1=CC=CC(=N1)C(=O)NS(=O)(=O)C)C1=CC=CC=C1 (6-(1-Benzenesulfonyl-6-methoxy-2-phenyl-1H-indol-3-ylmethyl)-N-methanesulfonylpyridine-2-carboxamide). The yield is 63.2%. Reaction SMILES: [C:1]1([S:7]([N:10]2[C:18]3[C:13](=[CH:14][CH:15]=[C:16]([O:19][CH3:20])[CH:17]=3)[C:12]([CH2:21][C:22]3[N:27]=[C:26]([C:28]([OH:30])=O)[CH:25]=[CH:24][CH:23]=3)=[C:11]2[C:31]2[CH:36]=[CH:35][CH:34]=[CH:33][CH:32]=2)(=[O:9])=[O:8])[CH:6]=[CH:5][CH:4]=[CH:3][CH:2]=1.[CH3:37][S:38]([NH2:41])(=[O:40])=[O:39].Cl.C(N=C=NCCCN(C)C)C.Cl>ClCCl.CN(C)C1C=CN=CC=1>[C:1]1([S:7]([N:10]2[C:18]3[C:13](=[CH:14][CH:15]=[C:16]([O:19][CH3:20])[CH:17]=3)[C:12]([CH2:21][C:22]3[N:27]=[C:26]([C:28]([NH:41][S:38]([CH3:37])(=[O:40])=[O:39])=[O:30])[CH:25]=[CH:24][CH:23]=3)=[C:11]2[C:31]2[CH:32]=[CH:33][CH:34]=[CH:35][CH:36]=2)(=[O:9])=[O:8])[CH:6]=[CH:5][CH:4]=[CH:3][CH:2]=1 |f:2.3|. Procedure details: To a solution of 6-(1-benzenesulfonyl-6-methoxy-2-phenyl-1H-indol-3-ylmethyl)pyridine-2-carboxylic acid (867 mg) in dichloromethane (17.4 mL) were added methanesulfonamide (199 mg), 4-dimethylaminopyridine (510 mg), and 1-ethyl-3-(3-dimethylaminopropyl)carbodiimide hydrochloride (800 mg) successively, and this mixture was stirred at room temperature for 24 hours. To the reaction mixture was added 1 mol/L hydrochloric acid, followed by extraction with dichloromethane. The organic layer was washed... Starting materials: COC(C(CC1=CC(=C(C(=C1)C(C)(C)C)O)C(C)(C)C)C)=O (methyl-2-methyl-3-(3',5'-di-tert.-butyl-4'-hydroxyphenyl)-propionate), C(CCCCCCCC)O (n-nonyl alcohol), C(CCC)[Sn](CCCC)=O (dibutyltin oxide). Conditions: temperature 100 celsius. Product: C(CCCCCCCC)OC(C(CC1=CC(=C(C(=C1)C(C)(C)C)O)C(C)(C)C)C)=O (n-Nonyl-2-methyl-3-(3',5'-di-tert.-butyl-4'-hydroxyphenyl)-propionate). Reaction SMILES: [CH3:1][O:2][C:3](=[O:22])[CH:4]([CH3:21])[CH2:5][C:6]1[CH:11]=[C:10]([C:12]([CH3:15])([CH3:14])[CH3:13])[C:9]([OH:16])=[C:8]([C:17]([CH3:20])([CH3:19])[CH3:18])[CH:7]=1.[CH2:23](O)[CH2:24][CH2:25][CH2:26][CH2:27][CH2:28][CH2:29][CH2:30]C.C([Sn](=O)CCCC)CCC>>[CH2:1]([O:2][C:3](=[O:22])[CH:4]([CH3:21])[CH2:5][C:6]1[CH:7]=[C:8]([C:17]([CH3:20])([CH3:19])[CH3:18])[C:9]([OH:16])=[C:10]([C:12]([CH3:14])([CH3:13])[CH3:15])[CH:11]=1)[CH2:23][CH2:24][CH2:25][CH2:26][CH2:27][CH2:28][CH2:29][CH3:30]. Reported procedure: 30.6 g of methyl-2-methyl-3-(3',5'-di-tert.-butyl-4'-hydroxyphenyl)-propionate and 14.4 g of n-nonyl alcohol are placed in a 100 ml sulfonating flask and heated to 100° C. 0.2 g of dibutyltin oxide is added and the temperature is increased to 150° C. Methyl alcohol is split off from a temperature of 125° C. The reaction is maintained at 150° C. for 6 hours. Starting materials: BrBr (Br2), FC1=CC=C(C=C1)C1=C2C(=NC(=C1C1=CC=NC=C1)C1=CC=C(C=C1)F)NN=C2 (4,6-Bis(4-fluorophenyl)-5-(4-pyridyl)-1H-pyrazolo[3,4-b]pyridine), C(C)#N (Acetonitrile). Solvent: C(Cl)(Cl)Cl (CHCl3), C(Cl)(Cl)Cl (CHCl3). Conditions: time 2 day. Product: BrC1=NNC2=NC(=C(C(=C21)C2=CC=C(C=C2)F)C2=CC=NC=C2)C2=CC=C(C=C2)F (3-Bromo-4,6-bis(4-fluorophenyl)-5-(4-pyridyl)-1H-pyrazolo[3,4-b]pyridine). Yield: 96.3%. Reaction SMILES: [F:1][C:2]1[CH:7]=[CH:6][C:5]([C:8]2[C:13]([C:14]3[CH:19]=[CH:18][N:17]=[CH:16][CH:15]=3)=[C:12]([C:20]3[CH:25]=[CH:24][C:23]([F:26])=[CH:22][CH:21]=3)[N:11]=[C:10]3[NH:27][N:28]=[CH:29][C:9]=23)=[CH:4][CH:3]=1.[Br:30]Br.C(#N)C>C(Cl)(Cl)Cl>[Br:30][C:29]1[C:9]2[C:10](=[N:11][C:12]([C:20]3[CH:25]=[CH:24][C:23]([F:26])=[CH:22][CH:21]=3)=[C:13]([C:14]3[CH:15]=[CH:16][N:17]=[CH:18][CH:19]=3)[C:8]=2[C:5]2[CH:6]=[CH:7][C:2]([F:1])=[CH:3][CH:4]=2)[NH:27][N:28]=1. Reported procedure: To a suspension of 4,6-bis(4-fluorophenyl)-5-(4-pyridyl)-1H-pyrazolo[3,4-b]pyridine (1.00 g, 2.6 mmol, obtained in example 1) in CHCl3 (10 mL), a solution of Br2 (0.69 g, 4.3 mmol) in CHCl3 (3 mL) was added under argon atmosphere. Acetonitrile (4 mL) was added and the mixture was stirred at room temperature for 2 days. The residue was concentrated, dissolved in CHCl3 and washed with 1 N NaOH. A precipitate was formed, which was filtered and dissolved with MeOH. The solution was concentrated and ...